This data is from the Open Reaction Database (ORD), a public repository of structured organic reaction records. The task is: describe an organic reaction: reactants, conditions, products, and yield Reactants: [Al+3], C1CCOC1, CCOC(=O)c1csc(-c2cc(OC)c(OC)c(OC)c2)n1, [H-], [H-], [H-], [H-], [Li+], [Na+], [Na+], O=S(=O)([O-])[O-], O. Product: COc1cc(-c2nc(CO)cs2)cc(OC)c1OC. As a reaction SMILES: [Al+3:24].[CH2:37]1[O:38][CH2:39][CH2:40][CH2:41]1.[CH3:1][O:2][c:3]1[cH:4][c:5](-[c:13]2[s:14][cH:15][c:16]([C:18](=[O:19])[O:20][CH2:21][CH3:22])[n:17]2)[cH:6][c:7]([O:11][CH3:12])[c:8]1[O:9][CH3:10].[H-:23].[H-:26].[H-:27].[H-:28].[Li+:25].[Na+:30].[Na+:31].[O-:32][S:33](=[O:34])(=[O:35])[O-:36].[OH2:29]>>[CH3:1][O:2][c:3]1[cH:4][c:5](-[c:13]2[s:14][cH:15][c:16]([CH2:18][OH:19])[n:17]2)[cH:6][c:7]([O:11][CH3:12])[c:8]1[O:9][CH3:10]. The reactants are S(=O)(=O)([O-])C1=CC=C(C)C=C1 (tosylate), O=C1C2=C(CN(C1)S(=O)(=O)C1=CC=C(C)C=C1)C=CS2 (7-oxo-5-tosyl-4,5,6,7-tetrahydro-thieno[3,2-c]pyridine), C(C)O.C1CCCCC1 (ethanol cyclohexane). The product is OC1=C2C(=CN=C1)SC=C2 (4-hydroxy-thieno[2,3-c]pyridine). Isolated yield 78.0%. As a reaction SMILES: [S:1]([C:5]1[CH:11]=CC(C)=CC=1)([O-])(=O)=O.O=C1[CH2:18][N:17](S(C2C=CC(C)=CC=2)(=O)=O)[CH2:16][C:15]2C=CSC1=2.[CH2:32]([OH:34])[CH3:33].C1CCCCC1>>[OH:34][C:32]1[CH:18]=[N:17][CH:16]=[C:15]2[S:1][CH:5]=[CH:11][C:33]=12 |f:2.3|. Procedure: This compound is prepared according to the procedure of Example 1(c), from the tosylate described in (b) above (Yield: 78%). White crystals; M.p.=206° C. (ethanol-cyclohexane).